From a dataset of the Open Reaction Database (ORD), a public repository of structured organic reaction records. describe an organic reaction: reactants, conditions, products, and yield The reactants are NC1=NC(=C(C=C1C#N)C#N)Cl (2-Amino-6-chloro-3,5-pyridinedicarbonitrile). The solvent is C1CCCCC1.CCOC(=O)C (cyclohexane EtOAc). Yields the product NC1=NC=C(C=C1C#N)C#N (2-Amino-3,5-dicyanopyridine). Yield: 73.0%. As a reaction SMILES: [NH2:1][C:2]1[C:7]([C:8]#[N:9])=[CH:6][C:5]([C:10]#[N:11])=[C:4](Cl)[N:3]=1>C1CCCCC1.CCOC(C)=O>[NH2:1][C:2]1[C:7]([C:8]#[N:9])=[CH:6][C:5]([C:10]#[N:11])=[CH:4][N:3]=1 |f:1.2|. Procedure: 2-Amino-3,5-dicyanopyridine (5) was prepared from 3 using the procedure described below for the preparation of 5 except that 5 was recrystallised from MeCN [methyl cyanide; acetonitrile) (instead of EtOH). The yield was 73% (7.00 g from 12.0 g (67.2 mmol) of 3] of product homogeneous on TLC (cyclohexane-EtOAc, 1:1); mp 220° C. dec; 1H NMR (Me2SO-d6) δ7.90 (s, NH2), 8.40 and 8.58 (two d, 4-H and 6H, J=2 Hz). Reactants: O.[OH-].[Li+] (Lithium hydroxide monohydrate), COC(CC1=CC2=CC=C(C=C2C(=C1C)C1=CC=C(C=C1)S(=O)(=O)C1=CC(=CC(=C1)Cl)Cl)F)=O ({4-[4-(3,5-dichlorobenzenesulfonyl)-phenyl]-6-fluoro-3-methyl-naphthalen-2-yl}-acetic acid methyl ester). Solvent: hexanes, C1CCOC1.O (THF H2O). Run at time 16 hour. Product: ClC=1C=C(C=C(C1)Cl)S(=O)(=O)C1=CC=C(C=C1)C1=C(C(=CC2=CC=C(C=C12)F)CC(=O)O)C ({4-[4-(3,5-dichlorobenzenesulfonyl)-phenyl]-6-fluoro-3-methyl-naphthalen-2-yl}-acetic acid). The yield is 68.9%. Reaction SMILES: O.[OH-].[Li+].C[O:5][C:6](=[O:37])[CH2:7][C:8]1[C:17]([CH3:18])=[C:16]([C:19]2[CH:24]=[CH:23][C:22]([S:25]([C:28]3[CH:33]=[C:32]([Cl:34])[CH:31]=[C:30]([Cl:35])[CH:29]=3)(=[O:27])=[O:26])=[CH:21][CH:20]=2)[C:15]2[C:10](=[CH:11][CH:12]=[C:13]([F:36])[CH:14]=2)[CH:9]=1>C1COCC1.O>[Cl:34][C:32]1[CH:33]=[C:28]([S:25]([C:22]2[CH:21]=[CH:20][C:19]([C:16]3[C:15]4[C:10](=[CH:11][CH:12]=[C:13]([F:36])[CH:14]=4)[CH:9]=[C:8]([CH2:7][C:6]([OH:37])=[O:5])[C:17]=3[CH3:18])=[CH:24][CH:23]=2)(=[O:27])=[O:26])[CH:29]=[C:30]([Cl:35])[CH:31]=1 |f:0.1.2,4.5|. Reported procedure: Lithium hydroxide monohydrate (0.013 g, 0.30 mmol) was added to a stirred solution of {4-[4-(3,5-dichlorobenzenesulfonyl)-phenyl]-6-fluoro-3-methyl-naphthalen-2-yl}-acetic acid methyl ester (0.039 g, 0.075 mmol) in a 3:1 THF—H2O mixture (4 mL). The reaction mixture was stirred for 16 hours at room temperature. The THF was distilled off under reduced pressure, and the crude residue was diluted with water, acidified [pH˜2] via the drop-wise addition of an aqueous solution of hydrochloric acid (6.0... The reactants are [Si](C)(C)(C(C)(C)C)N1C([C@H]([C@@H]1C1=CC=CC=C1)CC(=C)COC(C1=CC=C(C=C1)OC)=O)=O ((3S*,4R*)-1-tert-Butyldimethylsilyl-3-[2-(4-methoxybenzoyloxy)methyl-2-propenyl]-4-phenyl-2-azetidinone), P(=O)([O-])([O-])[O-] (phosphate), ClC=1C(C(=C(C(C1Cl)=O)C#N)C#N)=O (2,3-dichloro-5.6-dicyano-1,4-benzoquinone). Solvent: C(Cl)Cl (CH2Cl2). Conditions: time 2 hour. Yields the product [Si](C)(C)(C(C)(C)C)N1C([C@H]([C@@H]1C1=CC=CC=C1)CC(=C)CO)=O ((3S*,4R*)-1-tert-Butyldimethylsilyl-3-(2-hydroxymethyl-2-propenyl)-4-phenyl-2-azetidinone). Yield: 160.6%. RXN SMILES: [Si:1]([N:8]1[C@@H:11]([C:12]2[CH:17]=[CH:16][CH:15]=[CH:14][CH:13]=2)[C@H:10]([CH2:18][C:19]([CH2:21][O:22]C(=O)C2C=CC(OC)=CC=2)=[CH2:20])[C:9]1=[O:33])([C:4]([CH3:7])([CH3:6])[CH3:5])([CH3:3])[CH3:2].P([O-])([O-])([O-])=O.ClC1C(=O)C(C#N)=C(C#N)C(=O)C=1Cl>C(Cl)Cl>[Si:1]([N:8]1[C@@H:11]([C:12]2[CH:13]=[CH:14][CH:15]=[CH:16][CH:17]=2)[C@H:10]([CH2:18][C:19]([CH2:21][OH:22])=[CH2:20])[C:9]1=[O:33])([C:4]([CH3:7])([CH3:6])[CH3:5])([CH3:3])[CH3:2]. Procedure details: To a stirred mixture of (3S*,4R*)-1-tert-Butyldimethylsilyl-3-[2-(4-methoxybenzoyloxy)methyl-2-propenyl]-4-phenyl-2-azetidinone (18.74 g, 41.5 mmol), pH7 phosphate buffer (15.0 ml), and CH2Cl2 (250 ml) was added 2,3-dichloro-5.6-dicyano-1,4-benzoquinone (DDQ, 15.1 g, 66.4 mmol) portionwise at room temperature; on the addition, the reaction mixture became dark green, and then red solids precipitated with stirring. (In the course of addition, a slight heat evolution was observed.) The stirring was... Reactants: O.NN (Hydrazine monohydrate), FC1=C(C(=CC=C1N1CCN(CC1)C)[N+](=O)[O-])N (2-Fluoro-3-(4-methyl-piperazin-1-yl)-6-nitro-phenylamine). The solvent is C(C)O (ethanol). Yields the product C1(CCCC1)N1CCN(CC1)C=1C=C(C(=CC1)N)N (4-(4-Cyclopentyl-piperazin-1-yl)-benzene-1,2-diamine). RXN SMILES: O.NN.F[C:5]1[C:10]([N:11]2[CH2:16][CH2:15][N:14]([CH3:17])[CH2:13][CH2:12]2)=[CH:9][CH:8]=[C:7]([N+:18]([O-])=O)[C:6]=1[NH2:21]>C(O)C>[CH:17]1([N:14]2[CH2:15][CH2:16][N:11]([C:10]3[CH:5]=[C:6]([NH2:21])[C:7]([NH2:18])=[CH:8][CH:9]=3)[CH2:12][CH2:13]2)[CH2:7][CH2:6][CH2:5][CH2:10]1 |f:0.1|. Procedure: Hydrazine monohydrate (0.13 mL, 2.7 mmol) was added to a solution of phthalimide 1 (134 mg, 0.39 mmol) in ethanol (4 mL). The reaction was maintained overnight at rt and then was filtered through Celite. The filter cake was rinse with EtOAc (3×) and the organic portions were combined and concentrated to give diamine 2 which was carried forward without further purification: LCMS m/z 215.1 (MH+), tR=1.77 min. The reactants are COC([C@@H](NC(=O)OC(C)(C)C)CC1=CC=C(C=C1)C1=C(C=CC=C1OC)OC)=O (N-tert-butoxycarbonyl-4-(2,6-dimethoxyphenyl)-L-phenyalanine methyl ester), FC(C(=O)O)(F)F (trifluoroacetic acid). Solvent: C(Cl)Cl (methylene chloride). Yields the product FC(C(=O)O)(F)F.COC([C@@H](N)CC1=CC=C(C=C1)C1=C(C=CC=C1OC)OC)=O (4-(2,6-Dimethoxyphenyl)-L-phenyalanine Methyl Ester Trifluoroacetic Acid Salt). RXN SMILES: [CH3:1][O:2][C:3](=[O:30])[C@H:4]([CH2:13][C:14]1[CH:19]=[CH:18][C:17]([C:20]2[C:25]([O:26][CH3:27])=[CH:24][CH:23]=[CH:22][C:21]=2[O:28][CH3:29])=[CH:16][CH:15]=1)[NH:5]C(OC(C)(C)C)=O.[F:31][C:32]([F:37])([F:36])[C:33]([OH:35])=[O:34]>C(Cl)Cl>[F:31][C:32]([F:37])([F:36])[C:33]([OH:35])=[O:34].[CH3:1][O:2][C:3](=[O:30])[C@H:4]([CH2:13][C:14]1[CH:15]=[CH:16][C:17]([C:20]2[C:25]([O:26][CH3:27])=[CH:24][CH:23]=[CH:22][C:21]=2[O:28][CH3:29])=[CH:18][CH:19]=1)[NH2:5] |f:3.4|. Procedure: A methylene chloride solution of N-tert-butoxycarbonyl-4-(2,6-dimethoxyphenyl)-L-phenyalanine methyl ester was treated with trifluoroacetic acid for six hours at room temperature. Concentration of the volatiles yielded the title compound. Starting materials: Cc1cc(O)nc(-c2nn(Cc3ccccc3F)c3ncccc23)n1, [Na+], [Na+], O=C([O-])[O-], O=P(Cl)(Cl)Cl. The product is Cc1cc(Cl)nc(-c2nn(Cc3ccccc3F)c3ncccc23)n1. Reaction SMILES: [F:1][c:2]1[c:3]([CH2:4][n:5]2[n:6][c:7](-[c:14]3[n:15][c:16]([CH3:21])[cH:17][c:18]([OH:20])[n:19]3)[c:8]3[c:9]2[n:10][cH:11][cH:12][cH:13]3)[cH:22][cH:23][cH:24][cH:25]1.[Na+:26].[Na+:27].[O-:28][C:29](=[O:30])[O-:31].[P:32]([Cl:33])([Cl:34])([Cl:35])=[O:36]>>[F:1][c:2]1[c:3]([CH2:4][n:5]2[n:6][c:7](-[c:14]3[n:15][c:16]([CH3:21])[cH:17][c:18]([Cl:34])[n:19]3)[c:8]3[c:9]2[n:10][cH:11][cH:12][cH:13]3)[cH:22][cH:23][cH:24][cH:25]1.